From a dataset of the Open Reaction Database (ORD), a public repository of structured organic reaction records. describe an organic reaction: reactants, conditions, products, and yield Starting materials: [H-].[Na+] (sodium hydride), C[Si](C)(C)CCOCCl ((trimethylsilyl)ethoxymethyl chloride), BrC=1C=C2C(=NC1)NN=C2C2=NC1=C(N2)C=CC=C1COC (5-bromo-3-(4-methoxymethyl-1H-benzoimidazol-2-yl)-1H-pyrazolo[3,4-b]pyridine), 11. The solvent is C1CCOC1 (THF). Run at time 8 hour. Yields the product BrC=1C=C2C(=NC1)N(N=C2C2=NC1=C(N2COCC[Si](C)(C)C)C=CC=C1COC)COCC[Si](C)(C)C (5-bromo-3-[4-methoxymethyl-1-(2-trimethylsilanyl-ethoxymethyl)-1H-benzoimidazol-2-yl]-1-(2-trimethylsilanyl-ethoxymethyl)-1H-pyrazolo[3,4-b]pyridine), 12a. Yield: 77.0%. As a reaction SMILES: [Br:1][C:2]1[CH:3]=[C:4]2[C:10]([C:11]3[NH:15][C:14]4[CH:16]=[CH:17][CH:18]=[C:19]([CH2:20][O:21][CH3:22])[C:13]=4[N:12]=3)=[N:9][NH:8][C:5]2=[N:6][CH:7]=1.[H-].[Na+].[CH3:25][Si:26]([CH2:29][CH2:30][O:31][CH2:32]Cl)([CH3:28])[CH3:27]>C1COCC1>[Br:1][C:2]1[CH:3]=[C:4]2[C:10]([C:11]3[N:15]([CH2:32][O:31][CH2:30][CH2:29][Si:26]([CH3:28])([CH3:27])[CH3:25])[C:14]4[CH:16]=[CH:17][CH:18]=[C:19]([CH2:20][O:21][CH3:22])[C:13]=4[N:12]=3)=[N:9][N:8]([CH2:32][O:31][CH2:30][CH2:29][Si:26]([CH3:28])([CH3:27])[CH3:25])[C:5]2=[N:6][CH:7]=1 |f:1.2|. Procedure: 5-bromo-3-(4-methoxymethyl-1H-benzoimidazol-2-yl)-1H-pyrazolo[3,4-b]pyridine Compound 11 (1.2 g, 4.19 mmol) was dissolved in dry THF (20 mL). The solution was cooled to 0° C. before sodium hydride (0.37 g, 60% in mineral oil, 9.25 mmol) was added in portions. The suspension was stirred at 0° C. for additional 15 minutes before (trimethylsilyl)ethoxymethyl chloride (1.78 mL, 10.06 mmol) was added. The reaction was warmed to room temperature and stirred overnight. Solvent was removed and the resid... Starting materials: COCCSc1cnc(Nc2nc(C3COC4(CCCCC4)O3)ns2)c(Oc2cccnc2C)c1, CCO, Cl. The product is COCCSc1cnc(Nc2nc(C(O)CO)ns2)c(Oc2cccnc2C)c1, Cl. As a reaction SMILES: [CH3:1][O:2][CH2:3][CH2:4][S:5][c:6]1[cH:7][c:8]([O:28][c:29]2[c:30]([CH3:35])[n:31][cH:32][cH:33][cH:34]2)[c:9]([NH:12][c:13]2[n:14][c:15]([CH:18]3[O:19][C:20]4([O:21][CH2:22]3)[CH2:23][CH2:24][CH2:25][CH2:26][CH2:27]4)[n:16][s:17]2)[n:10][cH:11]1.[CH3:37][CH2:38][OH:39].[ClH:36]>>[CH3:1][O:2][CH2:3][CH2:4][S:5][c:6]1[cH:7][c:8]([O:28][c:29]2[c:30]([CH3:35])[n:31][cH:32][cH:33][cH:34]2)[c:9]([NH:12][c:13]2[n:14][c:15]([CH:18]([OH:19])[CH2:22][OH:21])[n:16][s:17]2)[n:10][cH:11]1.[ClH:36]. The reactants are CC(=O)N1c2ccc(-c3cnn(CCN(C)C(=O)OC(C)(C)C)c3)cc2C(N)CC1C, C1COCCO1, CC(C)(C)[O-], CN(C)c1ccccc1-c1ccccc1P(C1CCCCC1)C1CCCCC1, Ic1cccnc1, [Na+], O=C(C=Cc1ccccc1)C=Cc1ccccc1, O=C(C=Cc1ccccc1)C=Cc1ccccc1, O=C(C=Cc1ccccc1)C=Cc1ccccc1, [Pd], [Pd]. RXN SMILES: [C:1]([CH3:2])(=[O:3])[N:4]1[CH:5]([CH3:31])[CH2:6][CH:7]([NH2:30])[c:8]2[cH:9][c:10](-[c:14]3[cH:15][n:16][n:17]([CH2:19][CH2:20][N:21]([C:22]([O:23][C:24]([CH3:25])([CH3:26])[CH3:27])=[O:28])[CH3:29])[cH:18]3)[cH:11][cH:12][c:13]21.[CH2:73]1[O:74][CH2:75][CH2:76][O:77][CH2:78]1.[CH3:67][C:68]([CH3:69])([O-:70])[CH3:71].[CH:39]1([P:40]([CH:41]2[CH2:42][CH2:43][CH2:44][CH2:45][CH2:46]2)[c:47]2[cH:48][cH:49][cH:50][cH:51][c:52]2-[c:53]2[c:54]([N:55]([CH3:56])[CH3:57])[cH:58][cH:59][cH:60][cH:61]2)[CH2:62][CH2:63][CH2:64][CH2:65][CH2:66]1.[I:32][c:33]1[cH:34][n:35][cH:36][cH:37][cH:38]1.[Na+:72].[O:117]=[C:118]([CH:119]=[CH:120][c:121]1[cH:122][cH:123][cH:124][cH:125][cH:126]1)[CH:127]=[CH:128][c:129]1[cH:130][cH:131][cH:132][cH:133][cH:134]1.[O:81]=[C:82]([CH:83]=[CH:84][c:85]1[cH:86][cH:87][cH:88][cH:89][cH:90]1)[CH:91]=[CH:92][c:93]1[cH:94][cH:95][cH:96][cH:97][cH:98]1.[O:99]=[C:100]([CH:101]=[CH:102][c:103]1[cH:104][cH:105][cH:106][cH:107][cH:108]1)[CH:109]=[CH:110][c:111]1[cH:112][cH:113][cH:114][cH:115][cH:116]1.[Pd:79].[Pd:80]>>[C:1]([CH3:2])(=[O:3])[N:4]1[CH:5]([CH3:31])[CH2:6][CH:7]([NH:30][c:33]2[cH:34][n:35][cH:36][cH:37][cH:38]2)[c:8]2[cH:9][c:10](-[c:14]3[cH:15][n:16][n:17]([CH2:19][CH2:20][N:21]([C:22]([O:23][C:24]([CH3:25])([CH3:26])[CH3:27])=[O:28])[CH3:29])[cH:18]3)[cH:11][cH:12][c:13]21. The product is CC(=O)N1c2ccc(-c3cnn(CCN(C)C(=O)OC(C)(C)C)c3)cc2C(Nc2cccnc2)CC1C. Procedure details: The half-blocked diisocyanate product of Part A is reacted with 2-ethyl-1,3-hexanediol, 18.2 g, in 22.8 g methyl amyl ketone at 60°-80° C. until no infrared absorption for isocyanate is observed. Product: NC(=O)OCC.NC(=O)OCC.[N-]=C=O.[N-]=C=O (Diisocyanate Diurethane). As a reaction SMILES: C([CH:3]([CH:6]([OH:10])[CH2:7]CC)[CH2:4][OH:5])C.[N-:11]=[C:12]=[O:13]>C(C(C)=O)CCCC>[NH2:11][C:12]([O:10][CH2:6][CH3:7])=[O:13].[NH2:11][C:12]([O:5][CH2:4][CH3:3])=[O:13].[N-:11]=[C:12]=[O:13].[N-:11]=[C:12]=[O:13] |f:3.4.5.6|. Solvent: C(CCCC)C(=O)C (methyl amyl ketone). The reactants are diisocyanate, C(C)C(CO)C(CCC)O (2-ethyl-1,3-hexanediol), [N-]=C=O (isocyanate). Starting materials: C(C)(=O)N1C(CC(C2=CC(=CC=C12)N)(C)C1=CC=CC=C1)(C)C (1-acetyl-6-amino-4-phenyl-1,2,3,4-tetrahydro-2,2,4-trimethylquinoline), BrCC(=O)Cl (bromoacetyl chloride), C(C)(C)N(C(C)C)CC (N,N-diisopropylethylamine). Run in ClCCl (dichloromethane). Product: C(C)(=O)N1C(CC(C2=CC(=CC=C12)NC(CBr)=O)(C)C1=CC=CC=C1)(C)C (1-Acetyl-6-(bromoacetyl)amino-4-phenyl-1,2,3,4-tetrahydro-2,2,4-trimethylquinoline). RXN SMILES: [C:1]([N:4]1[C:13]2[C:8](=[CH:9][C:10]([NH2:14])=[CH:11][CH:12]=2)[C:7]([C:16]2[CH:21]=[CH:20][CH:19]=[CH:18][CH:17]=2)([CH3:15])[CH2:6][C:5]1([CH3:23])[CH3:22])(=[O:3])[CH3:2].[Br:24][CH2:25][C:26](Cl)=[O:27].C(N(CC)C(C)C)(C)C>ClCCl>[C:1]([N:4]1[C:13]2[C:8](=[CH:9][C:10]([NH:14][C:26](=[O:27])[CH2:25][Br:24])=[CH:11][CH:12]=2)[C:7]([C:16]2[CH:21]=[CH:20][CH:19]=[CH:18][CH:17]=2)([CH3:15])[CH2:6][C:5]1([CH3:23])[CH3:22])(=[O:3])[CH3:2]. Procedure details: Acylation of 1-acetyl-6-amino-4-phenyl-1,2,3,4-tetrahydro-2,2,4-trimethylquinoline (130 mg) with bromoacetyl chloride (69 μl) and N,N-diisopropylethylamine (121 μl) in dichloromethane (10 ml) was performed according to the method described in example 6. Reactants: FC(CN1CCC2(CC1)C(NC1=CC=CC=C12)=O)(F)F (1′-(2,2,2-trifluoroethyl)-spiro[indoline-3,4′-piperidin]-2-one), [H-].[Na+] (sodium hydride), BrCC(=O)OC(C)(C)C (tert-butyl bromoacetate). Solvent: CN(C)C=O (DMF). Conditions: temperature 0 celsius, time 45 minute. Product: O=C1N(C2=CC=CC=C2C12CCN(CC2)CC(F)(F)F)CC(=O)OC(C)(C)C (tert-Butyl 2-oxo-1′-(2,2,2-trifluoroethyl)-spiro[indoline-3,4′-piperidine]-1-acetate). As a reaction SMILES: [F:1][C:2]([F:20])([F:19])[CH2:3][N:4]1[CH2:9][CH2:8][C:7]2([C:17]3[C:12](=[CH:13][CH:14]=[CH:15][CH:16]=3)[NH:11][C:10]2=[O:18])[CH2:6][CH2:5]1.[H-].[Na+].Br[CH2:24][C:25]([O:27][C:28]([CH3:31])([CH3:30])[CH3:29])=[O:26]>CN(C=O)C>[O:18]=[C:10]1[C:7]2([CH2:8][CH2:9][N:4]([CH2:3][C:2]([F:1])([F:19])[F:20])[CH2:5][CH2:6]2)[C:17]2[C:12](=[CH:13][CH:14]=[CH:15][CH:16]=2)[N:11]1[CH2:24][C:25]([O:27][C:28]([CH3:31])([CH3:30])[CH3:29])=[O:26] |f:1.2|. Procedure: To a stirred solution of 1′-(2,2,2-trifluoroethyl)-spiro[indoline-3,4′-piperidin]-2-one from Step A (3.30 g, 11.6 mmol) in DMF (10 mL) was added sodium hydride (697 mg of a 60% dispersion in mineral oil, 17.4 mmol) at 0° C. The mixture was stirred at 0° C. for 45 min, then tert-butyl bromoacetate (1.88 mL, 12.8 mmol) was added and stirring was continued at room temperature for 72 h. The reaction mixture was quenched with H2O. The aqueous layer was extracted with CH2Cl2 (3×50 mL). The combined CH...